This data is from the Open Reaction Database (ORD), a public repository of structured organic reaction records. The task is: describe an organic reaction: reactants, conditions, products, and yield The reactants are 6-methylmercaptopurine-9-β-D-ribofuranoside, N(=[N+]=[N-])[C@H]1C[C@@H](O[C@@H]1CO)N1C(=O)NC(=O)C(C)=C1 (3'-deoxy-3'-azidothymidine), C1=NC(=S)C2=C(N1)N(C=N2)[C@H]3[C@@H]([C@@H]([C@H](O3)CO)O)O (6-mercaptopurine-9-β-D-ribofuranoside), C(C)OCN1C=2N=C(NC(C2N=C1)=O)N (9- (ethoxymethyl)guanine), F[C@H]1C[C@@H](O[C@@H]1CO)N1C(=O)NC(=O)C(C)=C1 (3'-deoxy-3'-fluorothymidine), FC=1C(NC(N([C@H]2[C@H](O)[C@H](O)[C@@H](CO)O2)C1)=O)=O (5-fluorouridine), OCCCOCN1C=2N=C(NC(C2N=C1)=O)N (9-{[(1-hydroxymethyl)ethoxy]-methyl}guanine). Yields the product C1=NC2=C(N1COC(CO)CO)N=C(N=C2O)N (ganciclovir). RXN SMILES: N([C@@H]1[C@@H](CO)O[C@@H]([N:11]2[CH:19]=[C:17](C)[C:15](=[O:16])[NH:14][C:12]2=O)C1)=[N+]=[N-].F[C@@H]1[C@@H](CO)O[C@@H]([N:28]2C=C(C)C(=O)NC2=O)C1.FC1C(=O)[NH:40][C:41](=O)[N:42](C=1)[C@@H:43]1[O:51][C@H:48]([CH2:49][OH:50])[C@@H:46]([OH:47])[C@H]1O.C1NC2N([C@@H]3O[C@H](CO)[C@@H](O)[C@H]3O)C=NC=2C(=S)N=1.OCCCOCN1C=NC2C(=O)NC(N)=NC1=2.C(OCN1C=NC2C(=O)NC(N)=NC1=2)C>>[CH:41]1[N:42]([CH2:43][O:51][CH:48]([CH2:49][OH:50])[CH2:46][OH:47])[C:19]2[N:11]=[C:12]([NH2:28])[N:14]=[C:15]([OH:16])[C:17]=2[N:40]=1. Procedure: 3'-deoxy-3'-azidothymidine, 3'-deoxy-3'-fluorothymidine, 5-fluorouridine, 6-mercaptopurine-9-β-D-ribofuranoside, 6-methylmercaptopurine-9-β-D-ribofuranoside, 9-{[(1-hydroxymethyl)ethoxy]-methyl}guanine and 9- (ethoxymethyl)guanine. The reactants are C(CCC)C=1N(C(=C(N1)CO)Cl)CC1=CC=C(C=C1)OCCC1C(CCCC1)C(=O)OC (2-n-butyl-4-hydroxymethyl-5-chloro-1-[4-[(1-methoxycarbonyl-2-cyclohexyl)ethoxy]benzyl]imidazole), [OH-].[Na+] (sodium hydroxide). The solvent is C(C)O (ethanol). Product: C(CCC)C=1N(C(=C(N1)CO)Cl)CC1=CC=C(C=C1)OCCC1C(CCCC1)C(=O)O (2-n-Butyl-4-hydroxymethyl-5-chloro-1-[4-[(1-carboxy-2-cyclohexyl)ethoxy]benzyl]imidazole). Reaction SMILES: [CH2:1]([C:5]1[N:6]([CH2:13][C:14]2[CH:19]=[CH:18][C:17]([O:20][CH2:21][CH2:22][CH:23]3[CH2:28][CH2:27][CH2:26][CH2:25][CH:24]3[C:29]([O:31]C)=[O:30])=[CH:16][CH:15]=2)[C:7]([Cl:12])=[C:8]([CH2:10][OH:11])[N:9]=1)[CH2:2][CH2:3][CH3:4].[OH-].[Na+]>C(O)C>[CH2:1]([C:5]1[N:6]([CH2:13][C:14]2[CH:15]=[CH:16][C:17]([O:20][CH2:21][CH2:22][CH:23]3[CH2:28][CH2:27][CH2:26][CH2:25][CH:24]3[C:29]([OH:31])=[O:30])=[CH:18][CH:19]=2)[C:7]([Cl:12])=[C:8]([CH2:10][OH:11])[N:9]=1)[CH2:2][CH2:3][CH3:4] |f:1.2|. Reported procedure: Prepared analogously to Example 1b from 2-n-butyl-4-hydroxymethyl-5-chloro-1-[4-[(1-methoxycarbonyl-2-cyclohexyl)ethoxy]benzyl]imidazole and 1N sodium hydroxide solution in ethanol. Run at time 30 minute. Solvent: C1CCOC1 (THF). Product: FC(C(O)(C=1N=C(SC1)CO)C=1C=C2C=NN(C2=CC1)C1=CC=C(C=C1)F)(F)F (2,2,2-Trifluoro-1-[1-(4-fluorophenyl)-1H-indazol-5-yl]-1-(2-hydroxymethylthiazol-4-yl)ethanol). Reported procedure: To a chilled (0° C.) solution of 1-[2-(tert-butyldimethylsilanyloxymethyl)thiazol-4-yl]-2,2,2-trifluoro-1-[1-(4-fluorophenyl)-1H-indazol-5-yl]ethanol (300 mg, 0.558 mmol) in 15 mL of THF was added tetra-n-butylammonium fluoride (0.670 mL, 1 M solution in THF, 0.67 mmol). The mixture was warmed to room temperature. After 30 minutes, the mixture was quenched with 50 mL of saturated aqueous sodium bicarbonate and extracted with three 50 mL portions of diethyl ether. The combined organic layers were... Starting materials: [Si](C)(C)(C(C)(C)C)OCC=1SC=C(N1)C(C(F)(F)F)(O)C=1C=C2C=NN(C2=CC1)C1=CC=C(C=C1)F (1-[2-(tert-butyldimethylsilanyloxymethyl)thiazol-4-yl]-2,2,2-trifluoro-1-[1-(4-fluorophenyl)-1H-indazol-5-yl]ethanol), [F-].C(CCC)[N+](CCCC)(CCCC)CCCC (tetra-n-butylammonium fluoride). Yield: 97.4%. Reaction SMILES: [Si]([O:8][CH2:9][C:10]1[S:11][CH:12]=[C:13]([C:15]([C:21]2[CH:22]=[C:23]3[C:27](=[CH:28][CH:29]=2)[N:26]([C:30]2[CH:35]=[CH:34][C:33]([F:36])=[CH:32][CH:31]=2)[N:25]=[CH:24]3)([OH:20])[C:16]([F:19])([F:18])[F:17])[N:14]=1)(C(C)(C)C)(C)C.[F-].C([N+](CCCC)(CCCC)CCCC)CCC>C1COCC1>[F:18][C:16]([F:17])([F:19])[C:15]([C:21]1[CH:22]=[C:23]2[C:27](=[CH:28][CH:29]=1)[N:26]([C:30]1[CH:35]=[CH:34][C:33]([F:36])=[CH:32][CH:31]=1)[N:25]=[CH:24]2)([C:13]1[N:14]=[C:10]([CH2:9][OH:8])[S:11][CH:12]=1)[OH:20] |f:1.2|. The reactants are [OH-].[Li+] (Lithium hydroxide), C(C1=CC=CC=C1)SC1=NC(=CC(=N1)NS(=O)(=O)C1=CC=C(O1)C(=O)OC)N[C@@H](CO[Si](C)(C)C(C)(C)C)C (Methyl 5-[({2-(benzylthio)-6-[((1R)-2-{[tert-butyl(dimethyl)silyl]oxy}-1-methylethyl)amino]pyrimidin-4-yl}amino)sulfonyl]-2-furoate). Run in C1CCOC1.O (THF H2O). Product: C(C1=CC=CC=C1)SC1=NC(=CC(=N1)NS(=O)(=O)C1=CC=C(O1)C(=O)O)N[C@@H](CO[Si](C)(C)C(C)(C)C)C (5-[({2-(Benzylthio)-6-[((1R)-2-{[tert-butyl(dimethyl)silyl]oxy}-1-methylethyl)amino]pyrimidin-4-yl}amino)sulfonyl]-2-furoic acid). As a reaction SMILES: [OH-].[Li+].[CH2:3]([S:10][C:11]1[N:16]=[C:15]([NH:17][S:18]([C:21]2[O:25][C:24]([C:26]([O:28]C)=[O:27])=[CH:23][CH:22]=2)(=[O:20])=[O:19])[CH:14]=[C:13]([NH:30][C@H:31]([CH3:41])[CH2:32][O:33][Si:34]([C:37]([CH3:40])([CH3:39])[CH3:38])([CH3:36])[CH3:35])[N:12]=1)[C:4]1[CH:9]=[CH:8][CH:7]=[CH:6][CH:5]=1>C1COCC1.O>[CH2:3]([S:10][C:11]1[N:16]=[C:15]([NH:17][S:18]([C:21]2[O:25][C:24]([C:26]([OH:28])=[O:27])=[CH:23][CH:22]=2)(=[O:19])=[O:20])[CH:14]=[C:13]([NH:30][C@H:31]([CH3:41])[CH2:32][O:33][Si:34]([C:37]([CH3:40])([CH3:39])[CH3:38])([CH3:35])[CH3:36])[N:12]=1)[C:4]1[CH:9]=[CH:8][CH:7]=[CH:6][CH:5]=1 |f:0.1,3.4|. Procedure details: Lithium hydroxide (33 mg) was added to a solution of the subtitle product of step i) (0.23 g) in THF/H2O (1 ml/1 ml) and stirring maintained for 1 h. The THF was removed in vacuo and the residue neutralised with AcOH before extracting with EtOAc. The organics were then washed with H2O, dried (MgSO4) and concentrated in vacuo. The residue was purified by reverse phase HPLC (gradient 95% to 20% 0.02M ammonium hydroxide/acetonitrile) to yield the title compound as an off-white solid. Yield: 0.14 g.